This data is from the Open Reaction Database (ORD), a public repository of structured organic reaction records. The task is: describe an organic reaction: reactants, conditions, products, and yield Reactants: CCOC(=O)Cc1cccc(Br)c1, CN1CCCC1=O, CCOC(C)=O, N#C[Cu]. Yields the product CCOC(=O)Cc1cccc(C#N)c1. RXN SMILES: [CH2:1]([CH3:2])[O:3][C:4]([CH2:5][c:6]1[cH:7][c:8]([Br:12])[cH:9][cH:10][cH:11]1)=[O:13].[CH3:14][N:15]1[CH2:16][CH2:17][CH2:18][C:19]1=[O:20].[CH3:24][CH2:25][O:26][C:27]([CH3:28])=[O:29].[Cu:21][C:22]#[N:23]>>[CH2:1]([CH3:2])[O:3][C:4]([CH2:5][c:6]1[cH:7][c:8]([C:14]#[N:15])[cH:9][cH:10][cH:11]1)=[O:13].